From a dataset of the Open Reaction Database (ORD), a public repository of structured organic reaction records. describe an organic reaction: reactants, conditions, products, and yield Reactants: O=C(n1ccnc1)n1ccnc1, O=C(O)C(O)(C(F)(F)F)C(F)(F)F, Nc1ccc(C(=O)c2ccccc2)cc1, O=C=O, C1CCOC1. Yields the product O=C(c1ccccc1)c1ccc(NC(=O)C(O)(C(F)(F)F)C(F)(F)F)cc1. Reaction SMILES: [C:14]([n:15]1[cH:16][cH:17][n:18][cH:19]1)([n:20]1[cH:21][cH:22][n:23][cH:24]1)=[O:25].[F:1][C:2]([C:3]([C:4](=[O:5])[OH:6])([OH:7])[C:8]([F:9])([F:10])[F:11])([F:12])[F:13].[NH2:29][c:30]1[cH:31][cH:32][c:33]([C:34](=[O:35])[c:36]2[cH:37][cH:38][cH:39][cH:40][cH:41]2)[cH:42][cH:43]1.[O:26]=[C:27]=[O:28].[O:44]1[CH2:45][CH2:46][CH2:47][CH2:48]1>>[F:1][C:2]([C:3]([C:4](=[O:5])[NH:29][c:30]1[cH:31][cH:32][c:33]([C:34](=[O:35])[c:36]2[cH:37][cH:38][cH:39][cH:40][cH:41]2)[cH:42][cH:43]1)([OH:7])[C:8]([F:9])([F:10])[F:11])([F:12])[F:13]. Reactants: N1CCCCC1 (piperidine), N1CCCCC1 (Piperidine), ice, C(#N)N=C(CC#N)OCC (ethyl N, 2-dicyanoacetimidate). The solvent is CO (methanol). Yields the product C(#N)N=C(CC#N)N1CCCCC1 (3-(Cyanoimino)-3-piperidinopropionitrile). Yield: 101.6%. As a reaction SMILES: [NH:1]1[CH2:6][CH2:5][CH2:4][CH2:3][CH2:2]1.[C:7]([N:9]=[C:10](OCC)[CH2:11][C:12]#[N:13])#[N:8]>CO>[C:7]([N:9]=[C:10]([N:1]1[CH2:6][CH2:5][CH2:4][CH2:3][CH2:2]1)[CH2:11][C:12]#[N:13])#[N:8]. Procedure: Piperidine (25.67 g, 0.0302 m) is added dropwise to an ice-cooled solution of 41.36 g (0.0302 m) of ethyl N, 2-dicyanoacetimidate in 60 ml of methanol. The reaction is heterogeneous initially, but soon becomes homogeneous and yellow. The piperidine is added at a rate that maintains a 25° C. reaction temperature. After fifty minutes, the reaction mixture is partitioned between CH2Cl2 and aqueous saturated NaHCO3. The organic phase is dried over Na2SO4 and concentrated in vacuo to give 54 g of a y...